From a dataset of the Open Reaction Database (ORD), a public repository of structured organic reaction records. describe an organic reaction: reactants, conditions, products, and yield Reactants: COC1=C(C(C2=C(NC1=O)C=CC=C2)=O)C (3-methoxy-4-methyl-2,5-dioxo-2,5-dihydro-1H-benz[b]azepine), B(Br)(Br)Br (boron tri-bromide). Run in O (water), ClCCl (dichloromethane). Product: OC1=C(C(C2=C(NC1=O)C=CC=C2)=O)C (3-Hydroxy-4-methyl-2,5-dioxo-2,5-dihydro-1H-benz[b]azepine). Yield: 70.5%. RXN SMILES: C[O:2][C:3]1[C:9](=[O:10])[NH:8][C:7]2[CH:11]=[CH:12][CH:13]=[CH:14][C:6]=2[C:5](=[O:15])[C:4]=1[CH3:16].B(Br)(Br)Br>ClCCl.O>[OH:2][C:3]1[C:9](=[O:10])[NH:8][C:7]2[CH:11]=[CH:12][CH:13]=[CH:14][C:6]=2[C:5](=[O:15])[C:4]=1[CH3:16]. Procedure details: To a solution of 3-methoxy-4-methyl-2,5-dioxo-2,5-dihydro-1H-benz[b]azepine (0.47 g) in dichloromethane was added boron tri-bromide (6.5 mL). The precipitate which formed was diluted with water and extracted with ethyl acetate. The combined organic extracts were washed with brine, dried and evaporated. The solid was recrystallized from hot toluene to give the title compound (0.31 g); mp 252.3° C.; NMR: 2.07 (s,3); MS(EI): m/z=203(M). Analysis for C11H9NO3.0.2 H2O: Calculated: C, 63.89; H, 4.58; ...